This data is from the Open Reaction Database (ORD), a public repository of structured organic reaction records. The task is: describe an organic reaction: reactants, conditions, products, and yield The reactants are FC1=CC=C(C=C1)COC1=C(C(=O)O)C=C(C(=C1)C(=O)N1CCOCC1)C=1C=NN(C1)C (2-{[(4-fluorophenyl)methyl]oxy}-5-(1-methyl-1H-pyrazol-4-yl)-4-(4-morpholinylcarbonyl)benzoic acid), C(C)(C)N(CC)C(C)C (diisopropylethylamine), N1=NC=C(C=C1)N (4-pyridazinamine), ON1N=NC2=C1N=CC=C2 (1-hydroxy-7-azabenzotriazole), C(CCl)Cl (EDC). Solvent: CN(C=O)C (N,N-dimethylformamide). Run at time 2 hour. Product: FC1=CC=C(C=C1)COC1=C(C(=O)NC2=CN=NC=C2)C=C(C(=C1)C(=O)N1CCOCC1)C=1C=NN(C1)C (2-{[(4-Fluorophenyl)methyl]oxy}-5-(1-methyl-1H-pyrazol-4-yl)-4-(4-morpholinylcarbonyl)-N-4-pyridazinylbenzamide). Reaction SMILES: [F:1][C:2]1[CH:7]=[CH:6][C:5]([CH2:8][O:9][C:10]2[CH:18]=[C:17]([C:19]([N:21]3[CH2:26][CH2:25][O:24][CH2:23][CH2:22]3)=[O:20])[C:16]([C:27]3[CH:28]=[N:29][N:30]([CH3:32])[CH:31]=3)=[CH:15][C:11]=2[C:12]([OH:14])=O)=[CH:4][CH:3]=1.C(N(C(C)C)CC)(C)C.[N:42]1[CH:47]=[CH:46][C:45]([NH2:48])=[CH:44][N:43]=1.ON1C2N=CC=CC=2N=N1.C(Cl)CCl>CN(C)C=O>[F:1][C:2]1[CH:7]=[CH:6][C:5]([CH2:8][O:9][C:10]2[CH:18]=[C:17]([C:19]([N:21]3[CH2:22][CH2:23][O:24][CH2:25][CH2:26]3)=[O:20])[C:16]([C:27]3[CH:28]=[N:29][N:30]([CH3:32])[CH:31]=3)=[CH:15][C:11]=2[C:12]([NH:48][C:45]2[CH:46]=[CH:47][N:42]=[N:43][CH:44]=2)=[O:14])=[CH:4][CH:3]=1. Procedure details: To a solution of 2-{[(4-fluorophenyl)methyl]oxy}-5-(1-methyl-1H-pyrazol-4-yl)-4-(4-morpholinylcarbonyl)benzoic acid (may be prepared as described in Description 29; 95 mg, 0.22 mmol) in N,N-dimethylformamide (3 ml) was added diisopropylethylamine (0.08 ml, 0.43 mmol), 4-pyridazinamine (24.67 mg, 0.26 mmol), 1-hydroxy-7-azabenzotriazole (35.3 mg, 0.26 mmol) and EDC (62.2 mg, 0.32 mmol). The mixture was stirred for 2 hours, the solvent removed in vacuo and the residue was purified by MDAP to yield...